Task: describe an organic reaction: reactants, conditions, products, and yield. Dataset: the Open Reaction Database (ORD), a public repository of structured organic reaction records Reactants: ClC1=C(C=CC=C1)S(=O)(=O)[C@@H]1C[C@H](N(C1)C(=O)OC(C)(C)C)C(NC1(CC1)C#N)=O ((2S,4R)-tert-butyl 4-(2-chlorophenylsulfonyl)-2-(1-cyanocyclopropylcarbamoyl)-pyrrolidine-1-carboxylate). Run in C(=O)O (formic acid). Product: ClC1=C(C=CC=C1)S(=O)(=O)[C@@H]1C[C@H](NC1)C(=O)NC1(CC1)C#N ((2S,4R)-4-(2-chlorophenylsulfonyl)-N-(1-cyanocyclopropyl)pyrrolidine-2-carboxamide). Isolated yield 85.0%. As a reaction SMILES: [Cl:1][C:2]1[CH:7]=[CH:6][CH:5]=[CH:4][C:3]=1[S:8]([C@H:11]1[CH2:15][N:14](C(OC(C)(C)C)=O)[C@H:13]([C:23](=[O:30])[NH:24][C:25]2([C:28]#[N:29])[CH2:27][CH2:26]2)[CH2:12]1)(=[O:10])=[O:9]>C(O)=O>[Cl:1][C:2]1[CH:7]=[CH:6][CH:5]=[CH:4][C:3]=1[S:8]([C@H:11]1[CH2:15][NH:14][C@H:13]([C:23]([NH:24][C:25]2([C:28]#[N:29])[CH2:27][CH2:26]2)=[O:30])[CH2:12]1)(=[O:10])=[O:9]. Procedure details: The reaction of the amide 6H with formic acid yielded (2S,4R)-4-(2-chlorophenylsulfonyl)-N-(1-cyanocyclopropyl)pyrrolidine-2-carboxamide as a white foam (85%). MS ISP (m/e): 354.2 (100) [(M+H)]+. Reactants: FC=1C=C(C=C(C1[N+](=O)[O-])F)N(C)C ((3,5-Difluoro-4-nitro-phenyl)-dimethyl-amine), [OH-].[Na+] (Sodium hydroxide), CS(=O)C (Dimethyl sulfoxide), CS(=O)C (DMSO), Cl (Hydrogen Chloride). Solvent: O (Water), O (Water), O (Water). Reaction conditions: time 2 hour. The product is CN(C=1C=C(C(=C(C1)O)[N+](=O)[O-])F)C (5-Dimethylamino-3-fluoro-2-nitro-phenol), solids. Yield: 96.0%. As a reaction SMILES: [F:1][C:2]1[CH:3]=[C:4]([N:12]([CH3:14])[CH3:13])[CH:5]=[C:6](F)[C:7]=1[N+:8]([O-:10])=[O:9].[OH-].[Na+].CS(C)=[O:19].Cl>O>[CH3:13][N:12]([CH3:14])[C:4]1[CH:3]=[C:2]([F:1])[C:7]([N+:8]([O-:10])=[O:9])=[C:6]([OH:19])[CH:5]=1 |f:1.2|. Procedure details: (3,5-Difluoro-4-nitro-phenyl)-dimethyl-amine (0.630 g, 3.12 mmol) and 19.1 M of Sodium hydroxide in Water (0.400 mL) in Water (4 mL) and Dimethyl sulfoxide (8 mL) was heated to 70° C. Additional DMSO (8 mL) was added to solubilize the mixture. After 2 h, the solution was cooled then rendered acidic with 12.0 M of Hydrogen Chloride in Water (0.80 mL). The yellow precipitate was collected, using water to aid in the transfer and to rinse the solids. 5-Dimethylamino-3-fluoro-2-nitro-phenol was isola... Reactants: O=S1(CCN(CC1)C1=C(C=C(C=C1)N1C(O[C@H](C1)CNC(C(F)F)=O)=O)F)=O (N-({(5S)-3-[4-(1,1-dioxidothiomorpholin-4-yl)-3-fluorophenyl]-2-oxo-1,3-oxazolidin-5-yl}methyl)-2,2-difluoroacetamide), COC=1C=CC(=CC1)P2(=S)SP(=S)(S2)C=3C=CC(=CC3)OC (Lawesson's Reagent). The product is FC(C(NC[C@H]1CN(C(O1)=O)C1=CC(=C(C=C1)N1CCS(CC1)(=O)=O)F)=S)F (2,2-difluoro-N-({(5S)-3-[4-(1,1-dioxidothiomorpholin-4-yl)-3-fluorophenyl]-2-oxo-1,3-oxazolidin-5-yl}methyl)ethanethioamide). As a reaction SMILES: [O:1]=[S:2]1(=[O:28])[CH2:7][CH2:6][N:5]([C:8]2[CH:13]=[CH:12][C:11]([N:14]3[CH2:18][C@H:17]([CH2:19][NH:20][C:21](=O)[CH:22]([F:24])[F:23])[O:16][C:15]3=[O:26])=[CH:10][C:9]=2[F:27])[CH2:4][CH2:3]1.COC1C=CC(P2(SP(C3C=CC(OC)=CC=3)(=S)S2)=[S:38])=CC=1>>[F:23][CH:22]([F:24])[C:21](=[S:38])[NH:20][CH2:19][C@@H:17]1[O:16][C:15](=[O:26])[N:14]([C:11]2[CH:12]=[CH:13][C:8]([N:5]3[CH2:6][CH2:7][S:2](=[O:28])(=[O:1])[CH2:3][CH2:4]3)=[C:9]([F:27])[CH:10]=2)[CH2:18]1. Procedure details: Following the procedure described in Example 1 for the preparation of 1 the reaction of 15 with Lawesson's Reagent provides the title compound (13), which is purified by silica gel chromatography with 2.5% MeOH—CH2Cl2 and crystallization from EtOAc-hexane. The reactants are CC(=O)C1=CC(=CC=C1)[N+](=O)[O-] (3-nitroacetophenone), 2s, ArH, C(CCC)[Li] (n-butyllithium), CCCCCC (hexane). The reagents and catalysts are [Br-].C[P+](C1=CC=CC=C1)(C1=CC=CC=C1)C1=CC=CC=C1 (methyltriphenyl phosphonium bromide). Yields the product CC(=C)C=1C=C(C=CC1)[N+](=O)[O-] (3-(1-methylethenyl)nitrobenzene). As a reaction SMILES: [CH3:1][C:2]([C:4]1[CH:9]=[CH:8][CH:7]=[C:6]([N+:10]([O-:12])=[O:11])[CH:5]=1)=O.[CH2:13]([Li])CCC.CCCCCC>[Br-].C[P+](C1C=CC=CC=1)(C1C=CC=CC=1)C1C=CC=CC=1>[CH3:1][C:2]([C:4]1[CH:5]=[C:6]([N+:10]([O-:12])=[O:11])[CH:7]=[CH:8][CH:9]=1)=[CH2:13] |f:3.4|. Reported procedure: Treatment of 3-nitroacetophenone (10 g) with methyltriphenyl phosphonium bromide (28 g) and n-butyllithium in hexane (78.4 mmol), as described in Example 1a, gave 3-(1-methylethenyl)nitrobenzene (9.5 g), δ (60 MHz, CDCl3) 2.1 (3H, s, CH3), 5.2 and 5.5 (2H, 2s, CH2), 7.2 to 8.2 (4H, m, ArH). Treatment of the above 3-(1-methylethenyl)nitrobenzene (9.5 g) with hydrogen and palladium on carbon (10%, 1.9 g) as described in Example 1a, gave 3-(1-methylethyl)aniline (6.15 g), δ (60 MHz, CDCl3) 1.1 (6H,... The product is C(C1=CC=CC=C1)N1CCC(CC1)OC1=C(C=CC=C1)Cl (1-Benzyl-4-(2-chlorophenoxy)piperidine). Solvent: ClCCl (dichloromethane), ClCCl (dichloromethane). Procedure: Triphenylphosphine (1.91 g, 7.31 mmol) was added to an ice-cooled solution of di-isopropylazodicarboxylate (1.48 g, 7.31 mmol) in dichloromethane (15 mL) and the mixture was stirred for 10 minutes. A solution of 2-chlorophenol (806 mg, 6.27 mmol) and 1-benzyl-4-hydroxypiperidine (1 g, 5.22 mmol) in dichloromethane (5 mL) was then added dropwise to the ice-cooled reaction mixture and stirring continued for a further 72 hours. The reaction mixture was then concentrated in vacuo and the residue was... Reactants: di-isopropylazodicarboxylate, C1(=CC=CC=C1)P(C1=CC=CC=C1)C1=CC=CC=C1 (Triphenylphosphine), ice, ClC1=C(C=CC=C1)O (2-chlorophenol), C(C1=CC=CC=C1)N1CCC(CC1)O (1-benzyl-4-hydroxypiperidine), ice. As a reaction SMILES: C1(P(C2C=CC=CC=2)C2C=CC=CC=2)C=CC=CC=1.[Cl:20][C:21]1[CH:26]=[CH:25][CH:24]=[CH:23][C:22]=1[OH:27].[CH2:28]([N:35]1[CH2:40][CH2:39][CH:38](O)[CH2:37][CH2:36]1)[C:29]1[CH:34]=[CH:33][CH:32]=[CH:31][CH:30]=1>ClCCl>[CH2:28]([N:35]1[CH2:40][CH2:39][CH:38]([O:27][C:22]2[CH:23]=[CH:24][CH:25]=[CH:26][C:21]=2[Cl:20])[CH2:37][CH2:36]1)[C:29]1[CH:34]=[CH:33][CH:32]=[CH:31][CH:30]=1. Conditions: time 10 minute. Isolated yield 89.0%. The reactants are NC1(CCC1)C1=CC=C(C=C1)C1=C(OC2=CC=C(C=C2C1=O)F)C1=CC=CC=C1 (3-[4-(1-amino-cyclobutyl)-phenyl]-6-fluoro-2-phenyl-chromen-4-one), C(C)(C)(C)OC(NC1(CCC1)C1=CC=C(C=C1)C1=C(OC2=CC=C(C=C2C1=O)N1CCN(CC1)C)C1=CC=CC=C1)=O ((1-{4-[6-(4-methyl-piperazin-1-yl)-4-oxo-2-phenyl-4H-chromen-3-yl]-phenyl}-cyclobutyl)-carbamic acid tert-butyl ester). Product: NC1(CCC1)C1=CC=C(C=C1)C1=C(OC2=CC=C(C=C2C1=O)N1CCN(CC1)C)C1=CC=CC=C1 (3-[4-(1-Amino-cyclobutyl)-phenyl]-6-(4-methyl-piperazin-1-yl)-2-phenyl-chromen-4-one). Isolated yield 96.0%. RXN SMILES: NC1(C2C=CC(C3C(=O)C4C(=CC=C(F)C=4)OC=3C3C=CC=CC=3)=CC=2)CCC1.C(OC(=O)[NH:36][C:37]1([C:41]2[CH:46]=[CH:45][C:44]([C:47]3[C:56](=[O:57])[C:55]4[C:50](=[CH:51][CH:52]=[C:53]([N:58]5[CH2:63][CH2:62][N:61]([CH3:64])[CH2:60][CH2:59]5)[CH:54]=4)[O:49][C:48]=3[C:65]3[CH:70]=[CH:69][CH:68]=[CH:67][CH:66]=3)=[CH:43][CH:42]=2)[CH2:40][CH2:39][CH2:38]1)(C)(C)C>>[NH2:36][C:37]1([C:41]2[CH:42]=[CH:43][C:44]([C:47]3[C:56](=[O:57])[C:55]4[C:50](=[CH:51][CH:52]=[C:53]([N:58]5[CH2:63][CH2:62][N:61]([CH3:64])[CH2:60][CH2:59]5)[CH:54]=4)[O:49][C:48]=3[C:65]3[CH:70]=[CH:69][CH:68]=[CH:67][CH:66]=3)=[CH:45][CH:46]=2)[CH2:38][CH2:39][CH2:40]1. Procedure: Following the procedure used to prepare 3-[4-(1-amino-cyclobutyl)-phenyl]-6-fluoro-2-phenyl-chromen-4-one, (1-{4-[6-(4-methyl-piperazin-1-yl)-4-oxo-2-phenyl-4H-chromen-3-yl]-phenyl}-cyclobutyl)-carbamic acid tert-butyl ester was reacted to give the title compound as a yellow solid (12 mg, 96%). 1H NMR (400 MHz, DMSO-d6): as 7.63-7.56 (m, 2H), 7.41-7.29 (m, 8H), 7.13-7.09 (m, 2H), 3.25-3.20 (m, 4H), 2.52-2.47 (m, 4H), 2.41-2.32 (m, 2H), 2.24 (s, 3H), 2.12-2.04 (m, 2H), 2.04-1.94 (m, 1H), 1.69-1.6... Reactants: COC[C@H]1[C@@]([C@H]1/C=C/C(=C/C(=O)O)/C)(C1=CC(=CC(=C1)C(C)C)C(C)C)C ((+)-(1S, 2R, 3R)-5-[3-Methoxymethyl-2-methyl-2-(3,5-diisopropyl-phenyl)-cyclopropyl]-3-methyl-penta-2E,4E-dienoic acid), C(C)OC[C@H]1[C@]([C@@H]1/C=C/C(=C/C(=O)OCC)/C)(C1=CC(=CC(=C1)C(C)C)C(C)C)C (Ethyl (−)-(1R, 2S, 3R)-5-[3-ethoxymethyl-2-methyl-2-(3,5-diisopropyl-phenyl)-cyclopropyl]-3-methyl-penta-2E,4E-dienoate). The product is C(C)OC[C@H]1[C@]([C@@H]1/C=C/C(=C/C(=O)O)/C)(C1=CC(=CC(=C1)C(C)C)C(C)C)C ((−)-(1R, 2S, 3R)-5-[3-Ethoxymethyl-2methyl-2-(3,5-diisopropyl-phenyl)-cyclopropyl]-3-methyl-penta-2E,4E-dienoic acid). The yield is 85.0%. RXN SMILES: COC[C@@H]1[C@H](/C=C/C(/C)=C/C(O)=O)[C@@]1(C)C1C=C(C(C)C)C=C(C(C)C)C=1.[CH2:28]([O:30][CH2:31][C@@H:32]1[C@@H:34](/[CH:35]=[CH:36]/[C:37](/[CH3:44])=[CH:38]/[C:39]([O:41]CC)=[O:40])[C@:33]1([CH3:57])[C:45]1[CH:50]=[C:49]([CH:51]([CH3:53])[CH3:52])[CH:48]=[C:47]([CH:54]([CH3:56])[CH3:55])[CH:46]=1)[CH3:29]>>[CH2:28]([O:30][CH2:31][C@@H:32]1[C@@H:34](/[CH:35]=[CH:36]/[C:37](/[CH3:44])=[CH:38]/[C:39]([OH:41])=[O:40])[C@:33]1([CH3:57])[C:45]1[CH:46]=[C:47]([CH:54]([CH3:55])[CH3:56])[CH:48]=[C:49]([CH:51]([CH3:53])[CH3:52])[CH:50]=1)[CH3:29]. Procedure details: Following a procedure similar to that for the preparation of Compound 28 but using Compound 27b as the starting material afforded the title compound (28 mg, 85% yield) as a white solid: